This data is from the Open Reaction Database (ORD), a public repository of structured organic reaction records. The task is: describe an organic reaction: reactants, conditions, products, and yield Starting materials: ClCCl, O=S(=O)(OS(=O)(=O)C(F)(F)F)C(F)(F)F, COC(=O)c1nc(-c2ccc3c(c2)N(C(=O)OC(C)(C)C)CCC3)ccc1O. Product: COC(=O)c1nc(-c2ccc3c(c2)N(C(=O)OC(C)(C)C)CCC3)ccc1OS(=O)(=O)C(F)(F)F. RXN SMILES: [Cl:44][CH2:45][Cl:46].[F:1][C:2]([F:3])([F:4])[S:5](=[O:6])(=[O:7])[O:8][S:9]([C:10]([F:11])([F:12])[F:13])(=[O:14])=[O:15].[OH:16][c:17]1[cH:18][cH:19][c:20](-[c:27]2[cH:28][cH:29][c:30]3[c:35]([cH:36]2)[N:34]([C:37](=[O:38])[O:39][C:40]([CH3:41])([CH3:42])[CH3:43])[CH2:33][CH2:32][CH2:31]3)[n:21][c:22]1[C:23](=[O:24])[O:25][CH3:26]>>[F:1][C:2]([F:3])([F:4])[S:5](=[O:6])(=[O:7])[O:8][c:17]1[cH:18][cH:19][c:20](-[c:27]2[cH:28][cH:29][c:30]3[c:35]([cH:36]2)[N:34]([C:37](=[O:38])[O:39][C:40]([CH3:41])([CH3:42])[CH3:43])[CH2:33][CH2:32][CH2:31]3)[n:21][c:22]1[C:23](=[O:24])[O:25][CH3:26]. The reactants are CCN=C=NCCCN(C)C.Cl (WSCI hydrochloride), C=1C=CC2=C(C1)N=NN2O (HOBt), BrCCC1=CC=C(C(=O)O)C=C1 (4-bromoethylbenzoic acid). The solvent is CO (methanol). Reaction conditions: temperature 60 celsius, time 24 hour. The product is BrCCC1=CC=C(C(=O)OC)C=C1 (methyl 4-bromoethylbenzoate). Yield: 78.3%. RXN SMILES: [Br:1][CH2:2][CH2:3][C:4]1[CH:12]=[CH:11][C:7]([C:8]([OH:10])=[O:9])=[CH:6][CH:5]=1.[CH3:13]CN=C=NCCCN(C)C.Cl.C1C=CC2N(O)N=NC=2C=1>CO>[Br:1][CH2:2][CH2:3][C:4]1[CH:12]=[CH:11][C:7]([C:8]([O:10][CH3:13])=[O:9])=[CH:6][CH:5]=1 |f:1.2|. Procedure: Commercially available 4-bromoethylbenzoic acid (997.9 mg) was dissolved in methanol (30 ml). After the addition of WSCI hydrochloride (1.2527 g) and HOBt (598.5 mg), the solution was stirred for 24 hours at 60° C. After the reaction, the solvent was removed by distillation. The residue was dissolved in chloroform, washed with 1 mol/l hydrochloric acid, 1 mol/l aqueous solution of sodium hydroxide, and saturated brine, and dried over anhydrous sodium sulfate. The solvent was removed by distillat...